This data is from the Open Reaction Database (ORD), a public repository of structured organic reaction records. The task is: describe an organic reaction: reactants, conditions, products, and yield The reactants are BrC1=CC2=C(C3=CC=CC=C3C(=C2C=C1)C1=CC=CC=C1)C1=CC=CC=C1 (2-bromo-9,10-diphenylanthracene), C(CCC)[Li] (n-butyllithium), COB(OC)OC (trimethoxyborane). The solvent is C1CCOC1 (THF). Run at temperature -78 celsius, time 1 hour. Yields the product C1(=CC=CC=C1)C=1C2=CC=CC=C2C(=C2C=CC(=CC12)B(O)O)C1=CC=CC=C1 (9,10-diphenylanthracene-2-boronic acid). Yield: 80.8%. RXN SMILES: Br[C:2]1[CH:15]=[CH:14][C:13]2[C:4](=[C:5]([C:22]3[CH:27]=[CH:26][CH:25]=[CH:24][CH:23]=3)[C:6]3[C:11]([C:12]=2[C:16]2[CH:21]=[CH:20][CH:19]=[CH:18][CH:17]=2)=[CH:10][CH:9]=[CH:8][CH:7]=3)[CH:3]=1.C([Li])CCC.C[O:34][B:35](OC)[O:36]C>C1COCC1>[C:16]1([C:12]2[C:11]3[C:6]([C:5]([C:4]4[CH:13]=[CH:14][CH:15]=[CH:2][CH:3]=4)=[C:22]4[C:23]=2[CH:24]=[C:25]([B:35]([OH:36])[OH:34])[CH:26]=[CH:27]4)=[CH:7][CH:8]=[CH:9][CH:10]=3)[CH:21]=[CH:20][CH:19]=[CH:18][CH:17]=1. Procedure details: In an argon atmosphere, 50 mL of dehydrated THF were added to 3.5 g (8.6 mmol) of 2-bromo-9,10-diphenylanthracene, and the temperature of the mixture was cooled to −78° C. Then, 6.0 mL of n-butyllithium (in hexane, 1.6 mol/L) were dropped. After the mixture had been stirred at −78° C. for 1 hour, the temperature of the mixture was increased to 0° C. The temperature of the mixture was cooled to −78° C. again, and 2.9 mL (26 mmol) of trimethoxyborane were dropped. The mixture was stirred at −78° C...